From a dataset of the Open Reaction Database (ORD), a public repository of structured organic reaction records. describe an organic reaction: reactants, conditions, products, and yield The reactants are N#CBr (Cyanogen bromide), C(CCCCCCCCCCCCC)(=O)NN (tetradecanoic acid hydrazide), KHCO3. The solvent is O1CCOCC1.O (dioxane water). Product: NC=1OC(=NN1)CCCCCCCCCCCCC (2-amino-5-tridecyl-1,3,4-oxadiazole). RXN SMILES: [N:1]#[C:2]Br.[C:4]([NH:19][NH2:20])(=[O:18])[CH2:5][CH2:6][CH2:7][CH2:8][CH2:9][CH2:10][CH2:11][CH2:12][CH2:13][CH2:14][CH2:15][CH2:16][CH3:17]>O1CCOCC1.O>[NH2:1][C:2]1[O:18][C:4]([CH2:5][CH2:6][CH2:7][CH2:8][CH2:9][CH2:10][CH2:11][CH2:12][CH2:13][CH2:14][CH2:15][CH2:16][CH3:17])=[N:19][N:20]=1 |f:2.3|. Reported procedure: Cyanogen bromide (2.9 g, 0.027 mol) was added to a mixture of the compound prepared in Step 1 above (6.1 g, 0.025) and KHCO3 (2.8 g, 0.028 mol) in dioxane/water (1:1, 50 mL) at room temperature. The mixture was refluxed for 1 hour, allowed to cool, filtered, washed with dioxane/water (1:1, 20 mL), then water (50 mL), and dried in vacuo. The solid was recrystallized from chloroform to yield 4.16 g, m.p. 147°-150° C. Reactants: NC1=NC2=CC(=C(C=C2N=C1OCC)Br)Br (2-amino-6,7-dibromo-3-ethoxy-quinoxaline), BrCC(C(=O)OCC)=O (ethyl bromopyruvate). The solvent is C(OC)COC (dimethoxyethane). Yields the product [Br-].NC1=[N+](C2=CC(=C(C=C2N=C1OCC)Br)Br)CC(=O)C(=O)OCC (2-amino-6,7-dibromo-1-carbethoxycarbonylmethyl-3-ethoxy-quinoxalinium bromide). Yield: 113.0%. Reaction SMILES: [NH2:1][C:2]1[C:11]([O:12][CH2:13][CH3:14])=[N:10][C:9]2[C:4](=[CH:5][C:6]([Br:16])=[C:7]([Br:15])[CH:8]=2)[N:3]=1.Br[CH2:18][C:19](=[O:25])[C:20]([O:22][CH2:23][CH3:24])=[O:21]>C(COC)OC>[Br-:15].[NH2:1][C:2]1[C:11]([O:12][CH2:13][CH3:14])=[N:10][C:9]2[C:4](=[CH:5][C:6]([Br:16])=[C:7]([Br:15])[CH:8]=2)[N+:3]=1[CH2:18][C:19]([C:20]([O:22][CH2:23][CH3:24])=[O:21])=[O:25] |f:3.4|. Reported procedure: A solution of 0.68 g of the product of Step A in 25 ml of dimethoxyethane and 0.5 g of ethyl bromopyruvate was stirred for 5 days at room temperature and the mixture was filtered to obtain 0.6 g of 2-amino-6,7-dibromo-1-carbethoxycarbonylmethyl-3-ethoxy-quinoxalinium bromide as a white crystalline solid. Reactants: [S] (Sulfur), P12(=S)SP3(=S)SP(=S)(S1)SP(=S)(S2)S3 (P4S10), P12(=S)SP3(=S)SP(=S)(S1)SP(=S)(S2)S3 (P4S10), C1=CC=C(C=C1)S (Phenylthiol). Solvent: C1=CC(=CC=C1Cl)Cl (dichlorobenzene). Run at temperature 190 celsius. The product is C1(=CC=CC=C1)SP1(SP(S1)(=S)SC1=CC=CC=C1)=S (2,4-bis(phenylthio)-2,4-dithioxo-1,3,2,4-dithiadiphosphetane). Yield: 60.0%. Reaction SMILES: [S].P12([S:14][P:12]3([S:15]P(S[P:8]([S:11]3)([S:10]1)=[S:9])(=S)S2)=[S:13])=S.[CH:16]1[CH:21]=[CH:20][C:19](S)=[CH:18][CH:17]=1>C1C(Cl)=CC=C(Cl)C=1>[C:16]1([S:10][P:8]2(=[S:9])[S:11][P:12]([S:14][C:16]3[CH:21]=[CH:20][CH:19]=[CH:18][CH:17]=3)(=[S:13])[S:15]2)[CH:21]=[CH:20][CH:19]=[CH:18][CH:17]=1 |^3:0|. Procedure: The method is derived from the reference H. Davy, Sulfur Letters, vol. 3(2) 39, (1985). P4S10 (44.4 g, 0.1 mol) is mixed with 150 ml of dichlorobenzene until this solvent refluxes (160° C.). Phenylthiol (47 ml) is slowly added to the solution over 90 minutes, while increasing the temperature up to 190° C. The solution becomes clear; the reaction temperature is reduced to 100° C. The stirring is stopped in order to allow the residual P4S10 to be separated by settling. The solution is filtered in ... Starting materials: CCCCC (pentane), FC1(CC(C1)C(=O)O)F (3,3-difluorocyclobutanecarboxylic acid), CC(C)(C)O (2-methylpropan-2-ol), solution, C1(CCCCC1)N=C=NC1CCCCC1 (N,N′-dicyclohexylcarbodiimide). Reagents/catalysts: CN(C1=CC=NC=C1)C (N,N-dimethylpyridin-4-amine). Run in C(Cl)Cl (DCM), C(Cl)Cl (DCM). Reaction conditions: time 18 hour. Yields the product FC1(CC(C1)C(=O)OC(C)(C)C)F (tert-Butyl 3,3-difluorocyclobutanecarboxylate). Yield: 63.9%. As a reaction SMILES: [F:1][C:2]1([F:9])[CH2:5][CH:4]([C:6]([OH:8])=[O:7])[CH2:3]1.[CH3:10][C:11](O)([CH3:13])[CH3:12].C1(N=C=NC2CCCCC2)CCCCC1.CCCCC>C(Cl)Cl.CN(C)C1C=CN=CC=1>[F:1][C:2]1([F:9])[CH2:5][CH:4]([C:6]([O:8][C:11]([CH3:13])([CH3:12])[CH3:10])=[O:7])[CH2:3]1. Reported procedure: 3,3-difluorocyclobutanecarboxylic acid (1.0 g, 7.3 mmol) was dissolved in DCM (10 mL) and cooled in an ice bath. To the solution was added N,N-dimethylpyridin-4-amine (92 mg, 0.735 mmol) portionwise followed by 2-methylpropan-2-ol (1.1 g, 14.7 mmol) in one portion. A 1M solution of N,N′-dicyclohexylcarbodiimide in DCM (8.1 mL, 8.1 mmol) was added dropwise keeping the temperature below 10° C. The resulting slurry was warmed up to room temperature and stirred for 18 hours. The solid was removed by...